From a dataset of the Open Reaction Database (ORD), a public repository of structured organic reaction records. describe an organic reaction: reactants, conditions, products, and yield Reactants: N1C=NC=C1 (imidazole), NC1=NC(=CC=C1)CO (2-amino-6-hydroxymethylpyridine), [Si](C)(C)(C(C)(C)C)Cl (tert-butyldimethylsilyl chloride). Run in C(C)(=O)OCC (ethyl acetate), CN(C=O)C (dimethylformamide). Run at time 1 hour. Product: NC1=NC(=CC=C1)CO[Si](C)(C)C(C)(C)C (2-amino-6-(tert-butyldimethylsilyloxymethyl)pyridine). Yield: 78.1%. RXN SMILES: [NH2:1][C:2]1[CH:7]=[CH:6][CH:5]=[C:4]([CH2:8][OH:9])[N:3]=1.N1C=CN=C1.[Si:15](Cl)([C:18]([CH3:21])([CH3:20])[CH3:19])([CH3:17])[CH3:16]>CN(C)C=O.C(OCC)(=O)C>[NH2:1][C:2]1[CH:7]=[CH:6][CH:5]=[C:4]([CH2:8][O:9][Si:15]([C:18]([CH3:21])([CH3:20])[CH3:19])([CH3:17])[CH3:16])[N:3]=1. Procedure details: 1.26 g (10.2 mmol) of 2-amino-6-hydroxymethylpyridine (Journal of Heterocyclic Chemistry, 2001, 38, 173) was dissolved in 5.1 mL of dimethylformamide and 1.7 g (25 mmol) of imidazole was added thereto. Under cooling with ice, 1.8 g (12 mmol) of tert-butyldimethylsilyl chloride was added thereto followed by stirring at room temperature for 1 hour. The reaction solution was diluted with ethyl acetate and the organic layer was washed with water and brine. This was dried over magnesium sulfate and f... Starting materials: OC1=C(C=CC(=C1)O)C1=NC(=NC(=N1)C1=C(C=C(C=C1)O)O)C1=C(C=C(C=C1)O)O (2,4,6-tris(2′,4′-dihydroxyphenyl)-1,3,5-triazine), C([O-])([O-])=O.[K+].[K+] (potassium carbonate), [I-].[K+] (potassium iodide), C(C)(C)Br (isopropyl bromide). The solvent is COCCOCCOC (diethylene glycol dimethyl ether). Reaction conditions: temperature 140 celsius, time 24 hour. Product: OC1=C(C=CC(=C1)OC(C)C)C1=NC(=NC(=N1)C1=C(C=C(C=C1)OC(C)C)O)C1=C(C=C(C=C1)OC(C)C)O (2,4,6-Tris(2′-hydroxy-4′-isopropyloxyphenyl)-1,3,5-triazine). RXN SMILES: [OH:1][C:2]1[CH:7]=[C:6]([OH:8])[CH:5]=[CH:4][C:3]=1[C:9]1[N:14]=[C:13]([C:15]2[CH:20]=[CH:19][C:18]([OH:21])=[CH:17][C:16]=2[OH:22])[N:12]=[C:11]([C:23]2[CH:28]=[CH:27][C:26]([OH:29])=[CH:25][C:24]=2[OH:30])[N:10]=1.C(=O)([O-])[O-].[K+].[K+].[I-].[K+].[CH:39](Br)([CH3:41])[CH3:40]>COCCOCCOC>[OH:1][C:2]1[CH:7]=[C:6]([O:8][CH:39]([CH3:41])[CH3:40])[CH:5]=[CH:4][C:3]=1[C:9]1[N:10]=[C:11]([C:23]2[CH:28]=[CH:27][C:26]([O:29][CH:2]([CH3:7])[CH3:3])=[CH:25][C:24]=2[OH:30])[N:12]=[C:13]([C:15]2[CH:20]=[CH:19][C:18]([O:21][CH:5]([CH3:6])[CH3:4])=[CH:17][C:16]=2[OH:22])[N:14]=1 |f:1.2.3,4.5|. Procedure: A mixture of 50.0 g (0.123 mol ) of 2,4,6-tris(2′,4′-dihydroxyphenyl)-1,3,5-triazine, 54.6 g (0.395 mol) of potassium carbonate, 1.0 g (0.006 mol) of potassium iodide (Merck, 99.0%) and 50.1 g (0.407 mol) of isopropyl bromide (Fluka, 99.0%) in 200 ml of diethylene glycol dimethyl ether (Diglyme, Merck, >99%) is held with stirring at 140° C. under a pressure of 3.8 bar for 24 h. The reactants are C(C)OC=1C=C(C=O)C=CC1OC (3-ethoxy-4methoxybenzaldehyde), C(C)(C)(CC(C)(C)C)NO (N-tert-octylhydroxylamine), Cl (HCl). The solvent is CO (methanol). The product is C(C)OC=1C=C(C=CC1OC)C=[N+]([O-])C(C)(C)CC(C)(C)C (α-(3-Ethoxy-4methoxyphenyl)-N-tert-octylnitrone). Yield: 60.0%. As a reaction SMILES: [CH2:1]([O:3][C:4]1[CH:5]=[C:6]([CH:9]=[CH:10][C:11]=1[O:12][CH3:13])[CH:7]=O)[CH3:2].[C:14]([NH:22][OH:23])([CH2:17][C:18]([CH3:21])([CH3:20])[CH3:19])([CH3:16])[CH3:15].Cl>CO>[CH2:1]([O:3][C:4]1[CH:5]=[C:6]([CH:7]=[N+:22]([C:14]([CH2:17][C:18]([CH3:21])([CH3:20])[CH3:19])([CH3:16])[CH3:15])[O-:23])[CH:9]=[CH:10][C:11]=1[O:12][CH3:13])[CH3:2]. Procedure details: A solution of 3-ethoxy-4methoxybenzaldehyde, N-tert-octylhydroxylamine and catalytic amount of HCl in methanol was refluxed for 90 hrs with molecular sieves in a soxhlet for waster removal. The title compound was obtained in 60.0% yield as white powder, m.p. 77.5° C. (Rf =0.40 on a silica gel plate using hexanes:EtOAc, 3:2, v:v, as an eluant). Reaction SMILES: [CH2:19]([SiH:20]([CH2:21][CH3:22])[CH2:23][CH3:24])[CH3:25].[CH3:1][O:2][C:3](=[O:4])[C:5]1=[C:9]([NH:10][CH:11]([CH3:12])[c:13]2[cH:14][cH:15][cH:16][cH:17][cH:18]2)[CH2:8][S:7][CH2:6]1.[OH:26][C:27]([C:28]([F:29])([F:30])[F:31])=[O:32]>>[CH3:1][O:2][C:3](=[O:4])[CH:5]1[CH2:6][S:7][CH2:8][CH:9]1[NH:10][CH:11]([CH3:12])[c:13]1[cH:14][cH:15][cH:16][cH:17][cH:18]1. The reactants are CC[SiH](CC)CC, COC(=O)C1=C(NC(C)c2ccccc2)CSC1, O=C(O)C(F)(F)F. Product: COC(=O)C1CSCC1NC(C)c1ccccc1. The reactants are C1CNCCN1, c1ccc(Oc2ccccc2)cc1, O, COc1cccc2c(N3CCSCC3)nc(Cl)cc12. The product is COc1cccc2c(N3CCSCC3)nc(N3CCNCC3)cc12. RXN SMILES: [CH2:20]1[CH2:21][NH:22][CH2:23][CH2:24][NH:25]1.[O:27]([c:28]1[cH:29][cH:30][cH:31][cH:32][cH:33]1)[c:34]1[cH:35][cH:36][cH:37][cH:38][cH:39]1.[OH2:26].[S:1]1[CH2:2][CH2:3][N:4]([c:7]2[n:8][c:9]([Cl:19])[cH:10][c:11]3[c:12]([O:17][CH3:18])[cH:13][cH:14][cH:15][c:16]23)[CH2:5][CH2:6]1>>[S:1]1[CH2:2][CH2:3][N:4]([c:7]2[n:8][c:9]([N:22]3[CH2:21][CH2:20][NH:25][CH2:24][CH2:23]3)[cH:10][c:11]3[c:12]([O:17][CH3:18])[cH:13][cH:14][cH:15][c:16]23)[CH2:5][CH2:6]1. The reactants are Cl.N12CCC(CC1)(CC2)C(=O)O (quinuclidine-4-carboxylic acid hydrochloride), CO (methanol). Solvent: O1CCCC1 (tetrahydrofuran). Run at time 1 hour. Product: N12CCC(CC1)(CC2)CO ((Quinuclidin-4-yl)methanol). Reaction SMILES: Cl.[N:2]12[CH2:9][CH2:8][C:5]([C:10](O)=[O:11])([CH2:6][CH2:7]1)[CH2:4][CH2:3]2.CO>O1CCCC1>[N:2]12[CH2:9][CH2:8][C:5]([CH2:10][OH:11])([CH2:6][CH2:7]1)[CH2:4][CH2:3]2 |f:0.1|. Procedure details: To a stirred suspension of quinuclidine-4-carboxylic acid hydrochloride (100 mg, 0.523 mmol) in 3 mL of anhydrous tetrahydrofuran at 0° C. was added borane methylsulfide complex (42 mg, 0.553 mmol). The mixture was stirred at room temperature for 1 hr and heated to reflux overnight. The reaction was cooled to 0° C. and carefully treated with 1 mL of methanol. The solvent was then removed under reduced pressure to leave the desired alcohol. Yield 36 mg. MS (m/e): 141. Starting materials: CN1C(=O)N(C(=O)C(C)=C1)CCCCCCCC=C (1-methyl-3-(8-nonenyl)thymine), C[N+]1(CCOCC1)[O-] (4-methylmorpholine-N oxide), potassium osmate, CC(=O)C (acetone), S(=O)([O-])S(=O)[O-].[Na+].[Na+] (sodium hydrosulfite). The solvent is O (water). Product: OC(CCCCCCCN1C(N(C=C(C1=O)C)C)=O)CO (3-(8,9-dihydroxynonyl)-1-methylthymine). Yield: 91.0%. RXN SMILES: [CH3:1][N:2]1[CH:10]=[C:8]([CH3:9])[C:6](=[O:7])[N:5]([CH2:11][CH2:12][CH2:13][CH2:14][CH2:15][CH2:16]CC=C)[C:3]1=[O:4].C[N+]1([O-])CC[O:24]CC1.S(S([O-])=O)([O-])=O.[Na+].[Na+].[CH3:36][C:37]([CH3:39])=[O:38]>O>[OH:38][CH:37]([CH2:39][OH:24])[CH2:36][CH2:16][CH2:15][CH2:14][CH2:13][CH2:12][CH2:11][N:5]1[C:6](=[O:7])[C:8]([CH3:9])=[CH:10][N:2]([CH3:1])[C:3]1=[O:4] |f:2.3.4|. Procedure: A solution of 1-methyl-3-(8-nonenyl)thymine (2.63 g, 9.9 mmol), 4-methylmorpholine-N oxide (1.39 g, 12 mmol), and potassium osmate (IV) dihydrate (7 mg, 2×10-5 mol) in acetone (20 mL) and water (10 mL) was stirred for 18 hours. After addition of a saturated aqueous solution of sodium hydrosulfite (10 mL) and 15 minutes of stirring, the reaction mixture was extracted with dichloromethane (50 mL) and with dichloromethane/20% methanol (2×50 mL). The combined organic layers were washed with water (1... Starting materials: CCN=C=NCCCN(C)C.Cl (EDCl), CCN(C(C)C)C(C)C (DIPEA), C1[C@H]2[C@@H]([C@@H](S1)CCCCCC(=O)O)NC(=O)N2 (homobiotin), ON=C(CCCCN1C(OC2=C1C=C(C=C2)C)=O)N (N′-hydroxy-5-(5-methyl-2-oxo-1,3-benzoxazol-3-yl)pentanamidine). The solvent is CN(C)C=O (DMF), ClCCl (dichloromethane). Run at time 12 hour. Product: O=C1N[C@H]2[C@@H](N1)CS[C@H]2CCCCCC(=O)O\N=C(\CCCCN2C(OC1=C2C=C(C=C1)C)=O)/N ([(Z)-[1-amino-5-(5-methyl-2-oxo-1,3-benzoxazol-3-yl)pentylidene]amino] 6-[(3aS,4S,6aR)-2-oxo-1,3,3a,4,6,6a-hexahydrothieno[3,4-d]imidazol-4-yl]hexanoate). Yield: 91.6%. RXN SMILES: [CH2:1]1[S:5][C@@H:4]([CH2:6][CH2:7][CH2:8][CH2:9][CH2:10][C:11]([OH:13])=[O:12])[C@H:3]2[NH:14][C:15]([NH:17][C@@H:2]12)=[O:16].O[N:19]=[C:20]([NH2:36])[CH2:21][CH2:22][CH2:23][CH2:24][N:25]1[C:29]2[CH:30]=[C:31]([CH3:34])[CH:32]=[CH:33][C:28]=2[O:27][C:26]1=[O:35].CCN=C=NCCCN(C)C.Cl.CCN(C(C)C)C(C)C>CN(C=O)C.ClCCl>[O:16]=[C:15]1[NH:17][C@H:2]2[CH2:1][S:5][C@@H:4]([CH2:6][CH2:7][CH2:8][CH2:9][CH2:10][C:11]([O:13]/[N:19]=[C:20](\[NH2:36])/[CH2:21][CH2:22][CH2:23][CH2:24][N:25]3[C:29]4[CH:30]=[C:31]([CH3:34])[CH:32]=[CH:33][C:28]=4[O:27][C:26]3=[O:35])=[O:12])[C@H:3]2[NH:14]1 |f:2.3|. Reported procedure: To a suspension of homobiotin 83 (10 mg, 0.039 mmol) and compound 13 (11 mg, 0.043 mmol) in anhydrous DMF (0.5 ml) was added EDCl (7 mg, 0.047 mmol) and DIPEA (6 mg, 0.045 mmol) and stirred under a nitrogen atmosphere at ambient temperature for 12 h. The reaction mixture was diluted with dichloromethane (25 ml) and washed with water (25 ml) and brine (25 ml). The organic layer was dried over sodium sulphate, filtered and concentrated in vacuo. The residue was purified by silica gel chromatograph... Reactants: COC=1C=C(C=C(C1)OC)NC(CC(CCC)=O)=O (N-(3, 5-dimethoxyphenyl)-3-oxo-hexanamide), OS(=O)(=O)O (H2SO4), II. Yields the product COC1=C2C(=CC(NC2=CC(=C1)OC)=O)CCC (5,7-dimethoxy-4-propyl-1,2-dihydro-2-quinolinone). Isolated yield 90.0%. As a reaction SMILES: [CH3:1][O:2][C:3]1[CH:4]=[C:5]([NH:11][C:12](=[O:19])[CH2:13][C:14](=O)[CH2:15][CH2:16][CH3:17])[CH:6]=[C:7]([O:9][CH3:10])[CH:8]=1.OS(O)(=O)=O>>[CH3:1][O:2][C:3]1[CH:8]=[C:7]([O:9][CH3:10])[CH:6]=[C:5]2[C:4]=1[C:14]([CH2:15][CH2:16][CH3:17])=[CH:13][C:12](=[O:19])[NH:11]2. Reported procedure: Compound 10 (19 g, 71.69 mmol) was treated with Conc. H2SO4 (48 mL, 901 mmol) for 30 min. as described for II after usual work up afforded 5,7-dimethoxy-4-propyl-1,2-dihydro-2-quinolinone (12,159) in 90% yield as a white solid. M.P. 193-196° C. The reactants are FC1=CC=C(C=C1)C1=CC=[N+](C=C1)[O-] (4-(4-fluorophenyl)pyridine-1-oxide), P(=O)(Cl)(Cl)Cl (phosphoryl chloride). Product: FC1=CC=C(C=C1)C1=CC(=NC=C1)Cl (4-(4-fluorophenyl)-2-chloropyridine). Reaction SMILES: [F:1][C:2]1[CH:7]=[CH:6][C:5]([C:8]2[CH:13]=[CH:12][N+:11]([O-])=[CH:10][CH:9]=2)=[CH:4][CH:3]=1.P(Cl)(Cl)([Cl:17])=O>>[F:1][C:2]1[CH:7]=[CH:6][C:5]([C:8]2[CH:13]=[CH:12][N:11]=[C:10]([Cl:17])[CH:9]=2)=[CH:4][CH:3]=1. Procedure: A mixture of 0.9 g (4.8 mmol) of 4-(4-fluorophenyl)pyridine-1-oxide and 10 mL of phosphoryl chloride is heated at reflux overnight.